This data is from the Open Reaction Database (ORD), a public repository of structured organic reaction records. The task is: describe an organic reaction: reactants, conditions, products, and yield Reactants: Cc1ccccc1, CC(=O)OC(C)=O, O=C(O)c1cc(Cl)cc(Cl)c1O, O, O=S(=O)(O)O. Yields the product CC(=O)Oc1c(Cl)cc(Cl)cc1C(=O)O. As a reaction SMILES: [CH3:1][c:2]1[cH:3][cH:4][cH:5][cH:6][cH:7]1.[CH3:25][C:26](=[O:27])[O:28][C:29](=[O:30])[CH3:31].[Cl:13][c:14]1[c:15]([OH:24])[c:16]([C:17](=[O:18])[OH:19])[cH:20][c:21]([Cl:23])[cH:22]1.[OH2:32].[S:8](=[O:9])(=[O:10])([OH:11])[OH:12]>>[Cl:13][c:14]1[c:15]([O:24][C:26]([CH3:25])=[O:27])[c:16]([C:17](=[O:18])[OH:19])[cH:20][c:21]([Cl:23])[cH:22]1. Reactants: COc1c([N+](=O)[O-])cc(C(C)(C)C)cc1[N+](=O)[O-], CCOC(C)=O, O. Reaction SMILES: [C:1]([CH3:2])([CH3:3])([CH3:4])[c:5]1[cH:6][c:7]([N+:16]([O-:17])=[O:18])[c:8]([O:14][CH3:15])[c:9]([N+:11](=[O:12])[O-:13])[cH:10]1.[CH3:19][CH2:20][O:21][C:22]([CH3:23])=[O:24].[OH2:25]>>[C:1]([CH3:2])([CH3:3])([CH3:4])[c:5]1[cH:6][c:7]([NH2:16])[c:8]([O:14][CH3:15])[c:9]([N+:11](=[O:12])[O-:13])[cH:10]1. Product: COc1c(N)cc(C(C)(C)C)cc1[N+](=O)[O-]. Product: CC(C)(O)c1ccc(C#N)c(F)c1. As a reaction SMILES: [C:4]([CH3:5])(=[O:6])[c:7]1[cH:8][c:9]([F:15])[c:10]([C:11]#[N:12])[cH:13][cH:14]1.[CH3:2][Mg+:3].[Cl-:1].[O:16]1[CH2:17][CH2:18][CH2:19][CH2:20]1>>[CH3:2][C:4]([CH3:5])([OH:6])[c:7]1[cH:8][c:9]([F:15])[c:10]([C:11]#[N:12])[cH:13][cH:14]1. Reactants: CC(=O)c1ccc(C#N)c(F)c1, C[Mg+], [Cl-], C1CCOC1.